From a dataset of the Open Reaction Database (ORD), a public repository of structured organic reaction records. describe an organic reaction: reactants, conditions, products, and yield Starting materials: CC(C)(C)OC(=O)N1CCCC(C=O)C1, [BH3-]C#N, CO, COC(OC)OC, Nc1ccccc1, [Na+]. The product is CC(C)(C)OC(=O)N1CCCC(CNc2ccccc2)C1. As a reaction SMILES: [C:1](=[O:2])([O:3][C:4]([CH3:5])([CH3:6])[CH3:7])[N:8]1[CH2:9][CH:10]([CH:14]=[O:15])[CH2:11][CH2:12][CH2:13]1.[C:23]([BH3-:24])#[N:25].[CH3:27][OH:28].[CH3:29][O:30][CH:31]([O:32][CH3:33])[O:34][CH3:35].[NH2:16][c:17]1[cH:18][cH:19][cH:20][cH:21][cH:22]1.[Na+:26]>>[C:1](=[O:2])([O:3][C:4]([CH3:5])([CH3:6])[CH3:7])[N:8]1[CH2:9][CH:10]([CH2:14][NH:16][c:17]2[cH:18][cH:19][cH:20][cH:21][cH:22]2)[CH2:11][CH2:12][CH2:13]1. The reactants are C(C1=CC=CC=C1)OC(=O)Cl (benzyloxycarbonyl chloride), N[C@H](C)CO (D-alaninol), C([O-])([O-])=O.[K+].[K+] (potassium carbonate), C(C)(=O)OCC (ethyl acetate). The solvent is O (water). Run at time 1.5 hour. Product: C(C1=CC=CC=C1)OC(=O)N[C@@H](CO)C ((R)-2-Benzyloxycarbonylaminopropanol). Isolated yield 98.2%. As a reaction SMILES: [CH2:1]([O:8][C:9](Cl)=[O:10])[C:2]1[CH:7]=[CH:6][CH:5]=[CH:4][CH:3]=1.[NH2:12][C@@H:13]([CH2:15][OH:16])[CH3:14].C(=O)([O-])[O-].[K+].[K+].C(OCC)(=O)C>O>[CH2:1]([O:8][C:9]([NH:12][C@H:13]([CH3:14])[CH2:15][OH:16])=[O:10])[C:2]1[CH:7]=[CH:6][CH:5]=[CH:4][CH:3]=1 |f:2.3.4|. Procedure details: 11.42 g of benzyloxycarbonyl chloride were added dropwise to a mixture of 5.00 g of D-alaninol, 18.49 g of potassium carbonate, 15 ml of ethyl acetate and 15 ml of water, and the mixture was stirred at room temperature for 1.5 hours. At the end of this time, the ethyl acetate layer was separated, and the aqueous layer was extracted with ethyl acetate. The ethyl acetate layer and the extract were combined, dried over anhydrous sodium sulfate and then concentrated by evaporation under reduced pres... The reactants are BrC=1C=NC=C(C1\C=N\NC)Br (N-[1-(3,5-Dibromo-pyridin-4-yl)-meth-(E)-ylidene]-N′-methyl-hydrazine), BrC=1C=NC=C(C1\C=N\NC)Br (N-[1-(3,5-Dibromo-pyridin-4-yl)-meth-(E)-ylidene]-N′-methyl-hydrazine), [H-].[Na+] (sodium hydride). Run in C1CCOC1 (THF). The product is BrC1=C2C(=CN=C1)N(N=C2)C (4-Bromo-1-methyl-1H-pyrazolo[3,4-c]pyridine). Yield: 44.2%. As a reaction SMILES: [Br:1][C:2]1[CH:3]=[N:4][CH:5]=[C:6](Br)[C:7]=1/[CH:8]=[N:9]/[NH:10][CH3:11].[H-].[Na+]>C1COCC1>[Br:1][C:2]1[CH:3]=[N:4][CH:5]=[C:6]2[N:10]([CH3:11])[N:9]=[CH:8][C:7]=12 |f:1.2|. Reported procedure: In analogy to GP 2, 5.34 g of N-[1-(3,5-Dibromo-pyridin-4-yl)-meth-(E)-ylidene]-N′-methyl-hydrazine (Intermediate 1.1, 18.23 mmol, 1 eq) were dissolved in 163 mL dry THF, treated at rt with 994 mg 50-60% sodium hydride (22.78 mmol, 1.2 eq) and subsequently refluxed for 90 min. The reaction mixture was quenched with water, extracted with ethyl acetate, the combined organic layers dried and concentrated in vacuo. The precipitate was filtered and subsequently triturated with diisopropylether to yie...